From a dataset of the Open Reaction Database (ORD), a public repository of structured organic reaction records. describe an organic reaction: reactants, conditions, products, and yield Starting materials: C1=CC=CC2=CC3=CC=CC=C3C(=C12)OCCCl (2-(9-Anthryloxy)ethyl chloride), O (water), CNC (dimethylamine). Run in C(O)O (methylene glycol). The product is [OH-].[NH4+] (ammonium hydroxide), C1=CC=CC2=CC3=CC=CC=C3C(=C12)OCCN(C)C (1-(9-anthryloxy)-2-dimethylaminoethane). RXN SMILES: [CH:1]1[C:14]2[C:5](=[CH:6][C:7]3[C:12]([C:13]=2[O:15][CH2:16][CH2:17]Cl)=[CH:11][CH:10]=[CH:9][CH:8]=3)[CH:4]=[CH:3][CH:2]=1.[CH3:19][NH:20][CH3:21].O>C(O)O>[OH-:15].[NH4+:20].[CH:1]1[C:14]2[C:5](=[CH:6][C:7]3[C:12]([C:13]=2[O:15][CH2:16][CH2:17][N:20]([CH3:21])[CH3:19])=[CH:11][CH:10]=[CH:9][CH:8]=3)[CH:4]=[CH:3][CH:2]=1 |f:4.5|. Procedure details: 2-(9-Anthryloxy)ethyl chloride (5.0 g) was heated for 5 hours at 90° C. in methylene glycol (50 ml) containing dimethylamine (4.0 g) using a dry ice condenser. The solution was cooled and added to water. The resulting mixture was extracted with ethyl acetate, and the extract dried and evaporated. The crude product was chromatographed on 100 g silica gel, eluting with a solution of methylene chloride:methanol:ammonium hydroxide, 95:5:1, to yield 1-(9-anthryloxy)-2-dimethylaminoethane, which was c... The yield is 57.4%. Reaction SMILES: [CH2:1]1[O:5][C:4]2[CH:6]=[C:7]([OH:10])[CH:8]=[CH:9][C:3]=2[O:2]1.C(=O)([O-])[O-].[K+].[K+].[CH2:17]1[O:19][C@@H:18]1[CH2:20]OS(C1C=C([N+]([O-])=O)C=CC=1)(=O)=O>>[O:19]1[CH2:17][C@H:18]1[CH2:20][O:10][C:7]1[CH:8]=[CH:9][C:3]2[O:2][CH2:1][O:5][C:4]=2[CH:6]=1 |f:1.2.3|. The reactants are C1OC2=C(O1)C=C(C=C2)O (sesamol), C([O-])([O-])=O.[K+].[K+] (potassium carbonate), C1[C@H](O1)COS(=O)(=O)C2=CC=CC(=C2)[N+](=O)[O-] ((2S)-(+)-glycidyl-3-nitrobenzenesulfonate). Product: O1[C@@H](C1)COC1=CC2=C(OCO2)C=C1 (5-[(2S)Oxiranylmethoxy]-1,3-benzodioxole). Reported procedure: The title compound (2.01 g, 10.35 mmol) was prepared according to Procedure A using the following amounts: sesamol (2.49 g, 18.02 mmol), potassium carbonate (2.74 g, 19.83 mmol) and (2S)-(+)-glycidyl-3-nitrobenzenesulfonate (4.67 g, 18.02 mmol). Starting materials: 25, C(CCCCC)NC(=O)N1CC(NC(CC1=O)(C)C)(C)C (4-n-hexylcarbamoyl-2,2,7,7-tetramethyl-1,4-diazacycloheptan-5-one), C(=O)[O-].[Na+] (sodium formate), C=O (formaldehyde), [OH-].[NH4+] (ammonium hydroxide). Solvent: C(=O)O (formic acid). Yields the product C(CCCCC)NC(=O)N1CC(N(C(CC1=O)(C)C)C)(C)C (4-n-hexylcarbamoyl-1,2,2,7,7-pentamethyl-1,4-diazacycloheptan-5-one). As a reaction SMILES: [CH2:1]([NH:7][C:8]([N:10]1[C:16](=[O:17])[CH2:15][C:14]([CH3:19])([CH3:18])[NH:13][C:12]([CH3:21])([CH3:20])[CH2:11]1)=[O:9])[CH2:2][CH2:3][CH2:4][CH2:5][CH3:6].[CH:22]([O-])=O.[Na+].C=O.[OH-].[NH4+]>C(O)=O>[CH2:1]([NH:7][C:8]([N:10]1[C:16](=[O:17])[CH2:15][C:14]([CH3:19])([CH3:18])[N:13]([CH3:22])[C:12]([CH3:20])([CH3:21])[CH2:11]1)=[O:9])[CH2:2][CH2:3][CH2:4][CH2:5][CH3:6] |f:1.2,4.5|. Procedure details: A mixture of 25 parts of 4-n-hexylcarbamoyl-2,2,7,7-tetramethyl-1,4-diazacycloheptan-5-one, 11.2 parts of sodium formate, 25 parts of formaldehyde and 2 parts of formic acid were heated at steam bath temperature for 2 hours. 250 Parts of ammonium hydroxide were then added and the solution extracted with chloroform to yield, after drying, 20 parts of a heavy oil which was further purified by column chromatography (silica) to give pure 4-n-hexylcarbamoyl-1,2,2,7,7-pentamethyl-1,4-diazacycloheptan-... Starting materials: [Si](C1=CC=CC=C1)(C1=CC=CC=C1)(C(C)(C)C)OC1=C2CCC(C(C2=CC=C1)CCOC(N(C1=CC=CC=C1)C1=CC=CC=C1)=O)=O (5-t-butyldiphenylsilyloxy-1-[2-(N,N-diphenylcarbamoyloxy)ethyl]-2-oxo-1,2,3,4-tetrahydronaphthalene), C[Mg]Br (methylmagnesium bromide), C(C)(=O)OCC (ethyl acetate), O (water). Solvent: O1CCCC1 (THF). Run at time 1 hour. Product: [Si](C1=CC=CC=C1)(C1=CC=CC=C1)(C(C)(C)C)OC1=C2CCC(C(C2=CC=C1)CCOC(N(C1=CC=CC=C1)C1=CC=CC=C1)=O)(C)O (5-t-butyldiphenylsilyloxy-1-[2-(N,N-diphenylcarbamoyloxy)ethyl]-2-hydroxy-2-methyl-1,2,3,4-tetrahydronaphthalene). Reaction SMILES: [Si:1]([O:18][C:19]1[CH:28]=[CH:27][CH:26]=[C:25]2[C:20]=1[CH2:21][CH2:22][C:23](=[O:47])[CH:24]2[CH2:29][CH2:30][O:31][C:32](=[O:46])[N:33]([C:40]1[CH:45]=[CH:44][CH:43]=[CH:42][CH:41]=1)[C:34]1[CH:39]=[CH:38][CH:37]=[CH:36][CH:35]=1)([C:14]([CH3:17])([CH3:16])[CH3:15])([C:8]1[CH:13]=[CH:12][CH:11]=[CH:10][CH:9]=1)[C:2]1[CH:7]=[CH:6][CH:5]=[CH:4][CH:3]=1.[CH3:48][Mg]Br.C(OCC)(=O)C.O>O1CCCC1>[Si:1]([O:18][C:19]1[CH:28]=[CH:27][CH:26]=[C:25]2[C:20]=1[CH2:21][CH2:22][C:23]([OH:47])([CH3:48])[CH:24]2[CH2:29][CH2:30][O:31][C:32](=[O:46])[N:33]([C:40]1[CH:41]=[CH:42][CH:43]=[CH:44][CH:45]=1)[C:34]1[CH:35]=[CH:36][CH:37]=[CH:38][CH:39]=1)([C:14]([CH3:15])([CH3:16])[CH3:17])([C:8]1[CH:13]=[CH:12][CH:11]=[CH:10][CH:9]=1)[C:2]1[CH:7]=[CH:6][CH:5]=[CH:4][CH:3]=1. Reported procedure: To a solution of 5-t-butyldiphenylsilyloxy-1-[2-(N,N-diphenylcarbamoyloxy)ethyl]-2-oxo-1,2,3,4-tetrahydronaphthalene (0.9 g) in THF (tetrahydrofuran) (20 ml) was added methylmagnesium bromide (2.0 ml, 1M solution in THF) at 0° C. under N2. After being stirred for 1 hour at the room temperature, the solution was poured into a mixture of ethyl acetate and water. The organic layer was washed with 1N-HCl solution, sat. NaHCO3, and brine, dried over MgSO4, and evaporated in vacuo. The residue was pur... Starting materials: ClC1=C(C=C(C=C1)C(CC(=O)O)NC(CNC(CCCCNC1=NC=CC(=C1)C)=O)=O)[N+](=O)[O-] (3-(4-chloro-3-nitrophenyl)-3-{2-[5-(4-methylpyridin-2-ylamino)pentanoylamino]acetylamino}propionic acid), S(=O)(Cl)Cl (thionyl chloride), C(C)O (ethanol). Product: Cl.ClC1=C(C=C(C=C1)C(CC(=O)OCC)NC(CNC(CCCCNC1=NC=CC(=C1)C)=O)=O)[N+](=O)[O-] (ethyl 3-(4-chloro-3-nitrophenyl)-3-{2-[5-(4-methylpyridin-2-ylamino)pentanoylamino]acetylamino}propionate hydrochloride). Reaction SMILES: [Cl:1][C:2]1[CH:7]=[CH:6][C:5]([CH:8]([NH:13][C:14](=[O:31])[CH2:15][NH:16][C:17](=[O:30])[CH2:18][CH2:19][CH2:20][CH2:21][NH:22][C:23]2[CH:28]=[C:27]([CH3:29])[CH:26]=[CH:25][N:24]=2)[CH2:9][C:10]([OH:12])=[O:11])=[CH:4][C:3]=1[N+:32]([O-:34])=[O:33].S(Cl)(Cl)=O.[CH2:39](O)[CH3:40]>>[ClH:1].[Cl:1][C:2]1[CH:7]=[CH:6][C:5]([CH:8]([NH:13][C:14](=[O:31])[CH2:15][NH:16][C:17](=[O:30])[CH2:18][CH2:19][CH2:20][CH2:21][NH:22][C:23]2[CH:28]=[C:27]([CH3:29])[CH:26]=[CH:25][N:24]=2)[CH2:9][C:10]([O:12][CH2:39][CH3:40])=[O:11])=[CH:4][C:3]=1[N+:32]([O-:34])=[O:33] |f:3.4|. Reported procedure: Esterification of 3-(4-chloro-3-nitrophenyl)-3-{2-[5-(4-methylpyridin-2-ylamino)pentanoylamino]acetylamino}propionic acid by activation with thionyl chloride and reaction with ethanol under standard conditions produces ethyl 3-(4-chloro-3-nitrophenyl)-3-{2-[5-(4-methylpyridin-2-ylamino)pentanoylamino]acetylamino}propionate hydrochloride, RT 27.95, FAB-MS (M+H)+ 520. The reactants are BrCCCCBr, O=C([O-])[O-], CN(C)C=O, COc1cc2c(Oc3ccc(NC(=O)N(C)C)c(Cl)c3)ncnc2cc1O, [K+], [K+], O. Product: COc1cc2c(Oc3ccc(NC(=O)N(C)C)c(Cl)c3)ncnc2cc1OCCCCBr. As a reaction SMILES: [Br:34][CH2:35][CH2:36][CH2:37][CH2:38][Br:39].[C:28](=[O:29])([O-:30])[O-:31].[CH3:41][N:42]([CH3:43])[CH:44]=[O:45].[Cl:1][c:2]1[c:3]([NH:22][C:23]([N:24]([CH3:25])[CH3:26])=[O:27])[cH:4][cH:5][c:6]([O:8][c:9]2[n:10][cH:11][n:12][c:13]3[cH:14][c:15]([OH:21])[c:16]([O:19][CH3:20])[cH:17][c:18]23)[cH:7]1.[K+:32].[K+:33].[OH2:40]>>[Cl:1][c:2]1[c:3]([NH:22][C:23]([N:24]([CH3:25])[CH3:26])=[O:27])[cH:4][cH:5][c:6]([O:8][c:9]2[n:10][cH:11][n:12][c:13]3[cH:14][c:15]([O:21][CH2:38][CH2:37][CH2:36][CH2:35][Br:34])[c:16]([O:19][CH3:20])[cH:17][c:18]23)[cH:7]1. Reactants: Nc1ccc2c(-c3ccccc3Cl)n[nH]c2c1, O=S(=O)(Cl)c1cccc(Cl)c1, c1ccncc1. Yields the product O=S(=O)(Nc1ccc2c(-c3ccccc3Cl)n[nH]c2c1)c1cccc(Cl)c1. Reaction SMILES: [Cl:12][c:13]1[c:14](-[c:19]2[n:20][nH:21][c:22]3[cH:23][c:24]([NH2:28])[cH:25][cH:26][c:27]23)[cH:15][cH:16][cH:17][cH:18]1.[Cl:1][c:2]1[cH:3][c:4]([S:8](=[O:9])(=[O:10])[Cl:11])[cH:5][cH:6][cH:7]1.[cH:29]1[cH:30][cH:31][n:32][cH:33][cH:34]1>>[Cl:1][c:2]1[cH:3][c:4]([S:8](=[O:9])(=[O:10])[NH:28][c:24]2[cH:23][c:22]3[nH:21][n:20][c:19](-[c:14]4[c:13]([Cl:12])[cH:18][cH:17][cH:16][cH:15]4)[c:27]3[cH:26][cH:25]2)[cH:5][cH:6][cH:7]1.